The task is: describe an organic reaction: reactants, conditions, products, and yield. This data is from the Open Reaction Database (ORD), a public repository of structured organic reaction records. Starting materials: C#CCBr, C#CCN1C(=O)NC(C)(C)C1=O, CCC(C)=O, [K+], [K+], O=C([O-])[O-], O. Yields the product C#CCN1C(=O)N(CC#C)C(C)(C)C1=O. As a reaction SMILES: [CH2:19]([C:20]#[CH:21])[Br:22].[CH2:1]([C:2]#[CH:3])[N:4]1[C:5](=[O:12])[NH:6][C:7]([CH3:10])([CH3:11])[C:8]1=[O:9].[CH2:23]([C:24]([CH3:25])=[O:26])[CH3:27].[K+:13].[K+:14].[O-:15][C:16]([O-:17])=[O:18].[OH2:28]>>[CH2:1]([C:2]#[CH:3])[N:4]1[C:5](=[O:12])[N:6]([CH2:21][C:20]#[CH:19])[C:7]([CH3:10])([CH3:11])[C:8]1=[O:9]. Reactants: C(C)(=O)C=1C=CC(=C(C1)I)NC(=O)C1CCN(CC1)C(=O)OC(C)(C)C (5-acetyl-2-[(1-tert-butoxycarbonylpiperidin-4-ylcarbonyl)amino]-1-iodobenzene), C([O-])([O-])=O.[K+].[K+] (potassium carbonate), [OH-].[Na+] (sodium hydroxide). Reagents/catalysts: C=1C=CC(=CC1)[P](C=2C=CC=CC2)(C=3C=CC=CC3)[Pd]([P](C=4C=CC=CC4)(C=5C=CC=CC5)C=6C=CC=CC6)([P](C=7C=CC=CC7)(C=8C=CC=CC8)C=9C=CC=CC9)[P](C=1C=CC=CC1)(C=1C=CC=CC1)C=1C=CC=CC1 (tetrakis(triphenylphosphine)palladium(0)), [Cu](I)I (copper iodide). Run in C(C)#N (acetonitrile). Run at temperature 80 celsius, time 3 hour. Yields the product C(C)(=O)C=1C=CC(=C(C(=O)O)C1)NC(=O)C1CCN(CC1)C(=O)OC(C)(C)C (5-Acetyl-2-[(1-tert-butoxycarbonylpiperidin-4-ylcarbonyl)amino]benzoic Acid). Isolated yield 37.6%. RXN SMILES: [C:1]([C:4]1[CH:5]=[CH:6][C:7]([NH:11][C:12]([CH:14]2[CH2:19][CH2:18][N:17]([C:20]([O:22][C:23]([CH3:26])([CH3:25])[CH3:24])=[O:21])[CH2:16][CH2:15]2)=[O:13])=[C:8](I)[CH:9]=1)(=[O:3])[CH3:2].[C:27](=O)([O-:29])[O-:28].[K+].[K+].[OH-].[Na+]>C(#N)C.C1C=CC([P]([Pd]([P](C2C=CC=CC=2)(C2C=CC=CC=2)C2C=CC=CC=2)([P](C2C=CC=CC=2)(C2C=CC=CC=2)C2C=CC=CC=2)[P](C2C=CC=CC=2)(C2C=CC=CC=2)C2C=CC=CC=2)(C2C=CC=CC=2)C2C=CC=CC=2)=CC=1.[Cu](I)I>[C:1]([C:4]1[CH:5]=[CH:6][C:7]([NH:11][C:12]([CH:14]2[CH2:19][CH2:18][N:17]([C:20]([O:22][C:23]([CH3:26])([CH3:25])[CH3:24])=[O:21])[CH2:16][CH2:15]2)=[O:13])=[C:8]([CH:9]=1)[C:27]([OH:29])=[O:28])(=[O:3])[CH3:2] |f:1.2.3,4.5,^1:41,43,62,81|. Reported procedure: To a stirring solution of 5-acetyl-2-[(1-tert-butoxycarbonylpiperidin-4-ylcarbonyl)amino]-1-iodobenzene (4.5 g, 9.53 mmol) in acetonitrile (150 mL) was added potassium carbonate (6.6 g, 47.7 mmol), followed by tetrakis(triphenylphosphine)palladium(0) (0.55 g, 0.48 mmol), and copper iodide (91 mg, 0.48 mmol). The mixture was placed under an atmosphere of carbon monoxide and heated to 80° C. After 3 h, 1 N aqueous sodium hydroxide (50 mL) was added to the hot reaction solution. The solution was st... Starting materials: C(#N)C1=C(OCC2CO2)C=CC=C1 (1-(2-cyanophenoxy)-2,3-epoxypropane), NCCCNC=1OC2=C(N1)C=C(C=C2)C=2C(CC(NN2)=O)C (6-[2-(3-aminopropylamino)benzoxazol-5-yl]-4,5-dihydro-5-methyl-3(2H)-pyridazinone). The product is C(#N)C1=C(OCC(CNCCCNC=2OC3=C(N2)C=C(C=C3)C=3C(CC(NN3)=O)C)O)C=CC=C1 (6-[2-[3-[3-(2-Cyano-phenoxy)-2-hydroxypropylamino]propylamino]benzoxazol-5-yl]-4,5-dihydro-5-methyl-3(2H)-pyridazinone). RXN SMILES: [C:1]([C:3]1[CH:13]=[CH:12][CH:11]=[CH:10][C:4]=1[O:5][CH2:6][CH:7]1[O:9][CH2:8]1)#[N:2].[NH2:14][CH2:15][CH2:16][CH2:17][NH:18][C:19]1[O:20][C:21]2[CH:27]=[CH:26][C:25]([C:28]3[CH:29]([CH3:35])[CH2:30][C:31](=[O:34])[NH:32][N:33]=3)=[CH:24][C:22]=2[N:23]=1>>[C:1]([C:3]1[CH:13]=[CH:12][CH:11]=[CH:10][C:4]=1[O:5][CH2:6][CH:7]([OH:9])[CH2:8][NH:14][CH2:15][CH2:16][CH2:17][NH:18][C:19]1[O:20][C:21]2[CH:27]=[CH:26][C:25]([C:28]3[CH:29]([CH3:35])[CH2:30][C:31](=[O:34])[NH:32][N:33]=3)=[CH:24][C:22]=2[N:23]=1)#[N:2]. Procedure: Prepared analogously to Example 1 from 1-(2-cyanophenoxy)-2,3-epoxypropane and 6-[2-(3-aminopropylamino)benzoxazol-5-yl]-4,5-dihydro-5-methyl-3(2H)-pyridazinone. Starting materials: Cc1ccccc1, Cc1noc(C)c1CCl, c1ccc(P(c2ccccc2)c2ccccc2)cc1. The product is Cc1noc(C)c1C[P+](c1ccccc1)(c1ccccc1)c1ccccc1, [Cl-]. As a reaction SMILES: [CH3:29][c:30]1[cH:31][cH:32][cH:33][cH:34][cH:35]1.[Cl:1][CH2:2][c:3]1[c:4]([CH3:9])[n:5][o:6][c:7]1[CH3:8].[c:10]1([P:16]([c:17]2[cH:18][cH:19][cH:20][cH:21][cH:22]2)[c:23]2[cH:24][cH:25][cH:26][cH:27][cH:28]2)[cH:11][cH:12][cH:13][cH:14][cH:15]1>>[CH2:2]([c:3]1[c:4]([CH3:9])[n:5][o:6][c:7]1[CH3:8])[P+:16]([c:10]1[cH:11][cH:12][cH:13][cH:14][cH:15]1)([c:17]1[cH:18][cH:19][cH:20][cH:21][cH:22]1)[c:23]1[cH:24][cH:25][cH:26][cH:27][cH:28]1.[Cl-:1]. Yields the product COC(=O)c1ccc(C#CC2CCCN2)c(OC)c1. Starting materials: COC(=O)c1ccc(C#CC2CCCN2C(=O)OC(C)(C)C)c(OC)c1, ClCCl, O=C(O)C(F)(F)F. RXN SMILES: [C:1]([O:2][C:3](=[O:4])[N:8]1[CH:9]([C:13]#[C:14][c:15]2[c:16]([O:25][CH3:26])[cH:17][c:18]([C:21](=[O:22])[O:23][CH3:24])[cH:19][cH:20]2)[CH2:10][CH2:11][CH2:12]1)([CH3:5])([CH3:6])[CH3:7].[Cl:34][CH2:35][Cl:36].[F:27][C:28]([F:29])([F:30])[C:31]([OH:32])=[O:33]>>[NH:8]1[CH:9]([C:13]#[C:14][c:15]2[c:16]([O:25][CH3:26])[cH:17][c:18]([C:21](=[O:22])[O:23][CH3:24])[cH:19][cH:20]2)[CH2:10][CH2:11][CH2:12]1. Starting materials: CCOc1cccc2c1Sc1ccccc1C21CCN(C)CC1, Cl, [Na+], [OH-], O, c1ccncc1. The product is CN1CCC2(CC1)c1ccccc1Sc1c(O)cccc12. As a reaction SMILES: [CH2:8]([CH3:9])[O:10][c:11]1[cH:12][cH:13][cH:14][c:15]2[c:16]1[S:17][c:18]1[cH:19][cH:20][cH:21][cH:22][c:23]1[C:24]21[CH2:25][CH2:26][N:27]([CH3:30])[CH2:28][CH2:29]1.[ClH:1].[Na+:32].[OH-:31].[OH2:33].[n:2]1[cH:3][cH:4][cH:5][cH:6][cH:7]1>>[OH:10][c:11]1[cH:12][cH:13][cH:14][c:15]2[c:16]1[S:17][c:18]1[cH:19][cH:20][cH:21][cH:22][c:23]1[C:24]21[CH2:25][CH2:26][N:27]([CH3:30])[CH2:28][CH2:29]1.